From a dataset of the Open Reaction Database (ORD), a public repository of structured organic reaction records. describe an organic reaction: reactants, conditions, products, and yield Solvent: CO (MeOH), CCCCCC (hexane), FC(CO)(F)F (2,2,2-trifluoroethanol), C(Cl)Cl (DCM). Reported procedure: To 5-[3-(2-chloro-4-pyrimidinyl)-7-fluoroimidazo[1,2-a]pyridin-2-yl]-N-(2,6-difluoro-phenyl)-2-(methyloxy)benzamide (Example 197, step A) (132 mg, 0.26 mmol) and 2-(ethyloxy)-5-methyl-4-{4-[2-(methylsulfonyl)ethyl]-1-piperidinyl}aniline (Example 215, step C) (80 mg, 0.24 mmol) in 2,2,2-trifluoroethanol (1.0 mL) was added 4 M HCl in dioxane (120 μL, 0.47 mmol). The mixture was stirred and heated on a microwave at 170° C. for 45 min, then cooled to rt. The mixture was neutralized with 0.5M sodium ... Isolated yield 70.8%. As a reaction SMILES: Cl[C:2]1[N:7]=[C:6]([C:8]2[N:12]3[CH:13]=[CH:14][C:15]([F:17])=[CH:16][C:11]3=[N:10][C:9]=2[C:18]2[CH:19]=[CH:20][C:21]([O:35][CH3:36])=[C:22]([CH:34]=2)[C:23]([NH:25][C:26]2[C:31]([F:32])=[CH:30][CH:29]=[CH:28][C:27]=2[F:33])=[O:24])[CH:5]=[CH:4][N:3]=1.[CH2:37]([O:39][C:40]1[CH:46]=[C:45]([N:47]2[CH2:52][CH2:51][CH:50]([CH2:53][CH2:54][S:55]([CH3:58])(=[O:57])=[O:56])[CH2:49][CH2:48]2)[C:44]([CH3:59])=[CH:43][C:41]=1[NH2:42])[CH3:38].Cl.O1CCOCC1.C[O-].[Na+]>FC(F)(F)CO.CO.C(Cl)Cl.CCCCCC>[F:33][C:27]1[CH:28]=[CH:29][CH:30]=[C:31]([F:32])[C:26]=1[NH:25][C:23](=[O:24])[C:22]1[CH:34]=[C:18]([C:9]2[N:10]=[C:11]3[CH:16]=[C:15]([F:17])[CH:14]=[CH:13][N:12]3[C:8]=2[C:6]2[CH:5]=[CH:4][N:3]=[C:2]([NH:42][C:41]3[CH:43]=[C:44]([CH3:59])[C:45]([N:47]4[CH2:52][CH2:51][CH:50]([CH2:53][CH2:54][S:55]([CH3:58])(=[O:57])=[O:56])[CH2:49][CH2:48]4)=[CH:46][C:40]=3[O:39][CH2:37][CH3:38])[N:7]=2)[CH:19]=[CH:20][C:21]=1[O:35][CH3:36] |f:4.5|. The product is FC1=C(C(=CC=C1)F)NC(C1=C(C=CC(=C1)C=1N=C2N(C=CC(=C2)F)C1C1=NC(=NC=C1)NC1=C(C=C(C(=C1)C)N1CCC(CC1)CCS(=O)(=O)C)OCC)OC)=O (N-(2,6-difluorophenyl)-5-(3-{2-[(2-(ethyloxy)-5-methyl-4-{4-[2-(methylsulfonyl)ethyl]-1-piperidinyl}phenyl)amino]-4-pyrimidinyl}-7-fluoroimidazo[1,2-a]pyridin-2-yl)-2-(methyloxy)benzamide). Run at temperature 170 celsius. Reactants: ClC1=NC=CC(=N1)C1=C(N=C2N1C=CC(=C2)F)C=2C=CC(=C(C(=O)NC1=C(C=CC=C1F)F)C2)OC (5-[3-(2-chloro-4-pyrimidinyl)-7-fluoroimidazo[1,2-a]pyridin-2-yl]-N-(2,6-difluorophenyl)-2-(methyloxy)benzamide), C(C)OC1=C(N)C=C(C(=C1)N1CCC(CC1)CCS(=O)(=O)C)C (2-(ethyloxy)-5-methyl-4-{4-[2-(methylsulfonyl)ethyl]-1-piperidinyl}aniline), Cl (HCl), O1CCOCC1 (dioxane), C[O-].[Na+] (sodium methoxide), Teflon.